This data is from the Open Reaction Database (ORD), a public repository of structured organic reaction records. The task is: describe an organic reaction: reactants, conditions, products, and yield Reactants: ClC1=C(C(=CC(=C1)C(F)(F)F)Cl)N1N=NC(=C1)[Si](C)(C)C (1-(2,6-dichloro-4-trifluoromethylphenyl)-4-trimethylsilyl- 1,2,3-triazole), II (iodine). The reagents and catalysts are FC(C(=O)[O-])(F)F.[Ag+] (silver trifluoroacetate). The solvent is O1CCCC1 (tetrahydrofuran). Conditions: time 16 hour. The product is ClC1=C(C(=CC(=C1)C(F)(F)F)Cl)N1N=NC(=C1)I (1-(2,6-Dichloro-4-trifluoromethylphenyl)-4-iodo-1,2,3-triazole). As a reaction SMILES: [Cl:1][C:2]1[CH:7]=[C:6]([C:8]([F:11])([F:10])[F:9])[CH:5]=[C:4]([Cl:12])[C:3]=1[N:13]1[CH:17]=[C:16]([Si](C)(C)C)[N:15]=[N:14]1.[I:22]I>O1CCCC1.FC(F)(F)C([O-])=O.[Ag+]>[Cl:1][C:2]1[CH:7]=[C:6]([C:8]([F:11])([F:10])[F:9])[CH:5]=[C:4]([Cl:12])[C:3]=1[N:13]1[CH:17]=[C:16]([I:22])[N:15]=[N:14]1 |f:3.4|. Procedure: To a solution of 1-(2,6-dichloro-4-trifluoromethylphenyl)-4-trimethylsilyl- 1,2,3-triazole (EP-400842-A1; 1.00 g) in tetrahydrofuran (20 ml) was added silver trifluoroacetate (623 mg) and iodine (716 mg) at −78° C. under an atmosphere of nitrogen. The reaction was allowed to warm to room temperature over 1 hour and then left to stir for a further 16 hours. The reaction was filtered and the filtrate diluted with water (100 ml) and extracted with ether (100 ml), the organic fraction was separarted... Reactants: N(=O)[O-].[Na+] (sodium nitrite), C(C=C)(=O)OC (methyl 2-propenoate), NC1=CC(=C(C=C1)N1C(N(C(=CC1=O)C(F)(F)F)C)=O)F (3-(4-amino-2-fluorophenyl)-1-methyl-6-trifluoromethyluracil), Cl (hydrochloric acid). The reagents and catalysts are [Cu]Cl (copper(I) chloride). The solvent is O (water), O (water), CC(=O)C (acetone). Run at temperature 0 celsius, time 1 hour. Yields the product ClC(C(=O)OC)CC1=CC(=C(C=C1)N1C(N(C(=CC1=O)C(F)(F)F)C)=O)F (methyl 2-chloro-3-[3-fluoro-4-(1-methyl-6-trifluoromethyl-2,4(1H,3H)-pyrimidinedion-3-yl)phenyl]propanoate). RXN SMILES: N[C:2]1[CH:7]=[CH:6][C:5]([N:8]2[C:13](=[O:14])[CH:12]=[C:11]([C:15]([F:18])([F:17])[F:16])[N:10]([CH3:19])[C:9]2=[O:20])=[C:4]([F:21])[CH:3]=1.[ClH:22].N([O-])=O.[Na+].[C:27]([O:31][CH3:32])(=[O:30])[CH:28]=[CH2:29]>CC(C)=O.O.[Cu]Cl>[Cl:22][CH:28]([CH2:29][C:2]1[CH:7]=[CH:6][C:5]([N:8]2[C:13](=[O:14])[CH:12]=[C:11]([C:15]([F:16])([F:18])[F:17])[N:10]([CH3:19])[C:9]2=[O:20])=[C:4]([F:21])[CH:3]=1)[C:27]([O:31][CH3:32])=[O:30] |f:2.3|. Reported procedure: A stirred solution of 11.8 grams (0.039 mole) of 3-(4-amino-2-fluorophenyl)-1-methyl-6-trifluoromethyluracil and 25 mL of concentrated hydrochloric acid in 130 mL of acetone was cooled to below 10° C., and a solution of 2.7 grams (0.039 mole) of sodium nitrite in 10 mL of water was added dropwise. Upon completion of addition, the reaction mixture was stirred at below 10° C. for one hour. After this time 0.3 gram (0.003 mole) of copper(I) chloride was added in one portion. The reaction mixture wa... RXN SMILES: [CH2:56]1[O:57][CH2:58][CH2:59][CH2:60]1.[CH3:8][N:9]([CH3:10])[CH2:11][CH2:12][CH2:13][N:14]=[C:15]=[N:16][CH2:17][CH3:18].[ClH:7].[NH2:24][CH2:25][CH2:26][C:27](=[O:28])[NH:29][c:30]1[cH:31][c:32]2[c:33]([NH:40][c:41]3[cH:42][c:43]([Cl:55])[c:44]([O:47][CH2:48][c:49]4[cH:50][n:51][cH:52][cH:53][cH:54]4)[cH:45][cH:46]3)[n:34][cH:35][n:36][c:37]2[cH:38][cH:39]1.[OH:19][C:20](=[O:21])[CH:22]=[CH2:23].[cH:1]1[cH:2][cH:3][n:4][cH:5][cH:6]1>>[O:19]=[C:20]([CH:22]=[CH2:23])[NH:24][CH2:25][CH2:26][C:27](=[O:28])[NH:29][c:30]1[cH:31][c:32]2[c:33]([NH:40][c:41]3[cH:42][c:43]([Cl:55])[c:44]([O:47][CH2:48][c:49]4[cH:50][n:51][cH:52][cH:53][cH:54]4)[cH:45][cH:46]3)[n:34][cH:35][n:36][c:37]2[cH:38][cH:39]1. Product: C=CC(=O)NCCC(=O)Nc1ccc2ncnc(Nc3ccc(OCc4cccnc4)c(Cl)c3)c2c1. Reactants: C1CCOC1, CCN=C=NCCCN(C)C, Cl, NCCC(=O)Nc1ccc2ncnc(Nc3ccc(OCc4cccnc4)c(Cl)c3)c2c1, C=CC(=O)O, c1ccncc1. Yields the product O=C(O)C1(CC2CC2)CCC1. Starting materials: BrCC1CC1, O=C(O)C1CCC1. Reaction SMILES: [Br:8][CH2:9][CH:10]1[CH2:11][CH2:12]1.[CH:1]1([C:5](=[O:6])[OH:7])[CH2:2][CH2:3][CH2:4]1>>[C:1]1([C:5](=[O:6])[OH:7])([CH2:9][CH:10]2[CH2:11][CH2:12]2)[CH2:2][CH2:3][CH2:4]1. Starting materials: OC=1C=C(C=CC1)C1(CCOCC1)C#N (4-(3-Hydroxy-phenyl)-tetrahydro-2H-pyran-4-carbonitrile), ClCCCN1CCCC1 (1-(3-chloro-propyl)-pyrrolidine), C(=O)([O-])[O-].[K+].[K+] (K2CO3). The solvent is CN(C)C=O (DMF). Yields the product N1(CCCC1)CCCOC=1C=C(C=CC1)C1(CCOCC1)C#N (4-[3-(3-Pyrrolidin-1-ylpropoxy)phenyl]tetrahydropyran-4-carbonitrile). Yield: 31.2%. As a reaction SMILES: [OH:1][C:2]1[CH:3]=[C:4]([C:8]2([C:14]#[N:15])[CH2:13][CH2:12][O:11][CH2:10][CH2:9]2)[CH:5]=[CH:6][CH:7]=1.Cl[CH2:17][CH2:18][CH2:19][N:20]1[CH2:24][CH2:23][CH2:22][CH2:21]1.C([O-])([O-])=O.[K+].[K+]>CN(C=O)C>[N:20]1([CH2:19][CH2:18][CH2:17][O:1][C:2]2[CH:3]=[C:4]([C:8]3([C:14]#[N:15])[CH2:9][CH2:10][O:11][CH2:12][CH2:13]3)[CH:5]=[CH:6][CH:7]=2)[CH2:24][CH2:23][CH2:22][CH2:21]1 |f:2.3.4|. Reported procedure: 4-(3-Hydroxy-phenyl)-tetrahydro-2H-pyran-4-carbonitrile (1.03 g, 5.10 mmol), 1-(3-chloro-propyl)-pyrrolidine (600 mg, 4.08 mmol), DMF (6.8 ml) and K2CO3 (2.82 g, 20.4 mmol) were reacted together according to general procedure E. The organic phase was washed with 2M NaOH (3×50 ml), brine (3×50 ml), dried over MgSO4, fitered and concentrated in vacuo at 35° C. The crude mixture was slurried in TBME:heptane (1:20, 10 ml). The solid was filtered, washed with heptane (10 ml) and dried on the filter f... Starting materials: ClC1=CC=C2C(=CNC2=C1)C(=O)N1CCC(CC1)C1=C(C=CC=C1)OC(F)(F)F ((6-chloro-1H-indol-3-yl)-[4-(2-trifluoromethoxy-phenyl)-piperidin-1-yl]-methanone), ClCCN (2-chloro-ethylamine). The product is NCCN1C=C(C2=CC=C(C=C12)Cl)C(=O)N1CCC(CC1)C1=C(C=CC=C1)OC(F)(F)F ([1-(2-Amino-ethyl)-6-chloro-1H-indol-3-yl]-[4-(2-trifluoromethoxy-phenyl)-piperidin-1-yl]-methanone). Reaction SMILES: [Cl:1][C:2]1[CH:10]=[C:9]2[C:5]([C:6]([C:11]([N:13]3[CH2:18][CH2:17][CH:16]([C:19]4[CH:24]=[CH:23][CH:22]=[CH:21][C:20]=4[O:25][C:26]([F:29])([F:28])[F:27])[CH2:15][CH2:14]3)=[O:12])=[CH:7][NH:8]2)=[CH:4][CH:3]=1.Cl[CH2:31][CH2:32][NH2:33]>>[NH2:33][CH2:32][CH2:31][N:8]1[C:9]2[C:5](=[CH:4][CH:3]=[C:2]([Cl:1])[CH:10]=2)[C:6]([C:11]([N:13]2[CH2:18][CH2:17][CH:16]([C:19]3[CH:24]=[CH:23][CH:22]=[CH:21][C:20]=3[O:25][C:26]([F:27])([F:28])[F:29])[CH2:15][CH2:14]2)=[O:12])=[CH:7]1. Procedure: Analogous to general procedure II, the alkylation of (6-chloro-1H-indol-3-yl)-[4-(2-trifluoromethoxy-phenyl)-piperidin-1-yl]-methanone (prepared herein) with (commercially available) 2-chloro-ethylamine gave the title compound. The reactants are CC(C)([O-])C.[Na+] (Sodium tert-butoxide), FC(C=1C=C(C=C(C1)C(F)(F)F)C1(CNCC1)C(F)(F)F)(F)F (3-[3,5-bis(trifluoromethyl)phenyl]-3-(trifluoromethyl)pyrrolidine), BrC=1C=C2CCC(C2=CC1)NC(CC)=O (N-(5-bromo-2,3-dihydro-1H-inden-1-yl)propanamide). Reagents/catalysts: C=1C=CC(=CC1)/C=C/C(=O)/C=C/C2=CC=CC=C2.C=1C=CC(=CC1)/C=C/C(=O)/C=C/C2=CC=CC=C2.C=1C=CC(=CC1)/C=C/C(=O)/C=C/C2=CC=CC=C2.[Pd].[Pd] (tris(dibenzylideneacetone)dipalladium), CC1(C2=C(C(=CC=C2)P(C3=CC=CC=C3)C4=CC=CC=C4)OC5=C(C=CC=C51)P(C6=CC=CC=C6)C7=CC=CC=C7)C (Xantphos). Solvent: C(C)(=O)OCC (ethyl acetate), C1(=CC=CC=C1)C (toluene). Conditions: temperature 100 celsius, time 2 hour. Product: FC(C=1C=C(C=C(C1)C(F)(F)F)C1(CN(CC1)C=1C=C2CCC(C2=CC1)NC(CC)=O)C(F)(F)F)(F)F (N-(5-{3-[3,5-bis(trifluoromethyl)phenyl]-3-(trifluoro-methyl)pyrrolidin-1-yl}-2,3-dihydro-1H- -inden-1-yl)propanamide). The yield is 72.6%. RXN SMILES: [F:1][C:2]([F:23])([F:22])[C:3]1[CH:4]=[C:5]([C:13]2([C:18]([F:21])([F:20])[F:19])[CH2:17][CH2:16][NH:15][CH2:14]2)[CH:6]=[C:7]([C:9]([F:12])([F:11])[F:10])[CH:8]=1.Br[C:25]1[CH:26]=[C:27]2[C:31](=[CH:32][CH:33]=1)[CH:30]([NH:34][C:35](=[O:38])[CH2:36][CH3:37])[CH2:29][CH2:28]2.CC(C)([O-])C.[Na+]>C1(C)C=CC=CC=1.C(OCC)(=O)C.C1C=CC(/C=C/C(/C=C/C2C=CC=CC=2)=O)=CC=1.C1C=CC(/C=C/C(/C=C/C2C=CC=CC=2)=O)=CC=1.C1C=CC(/C=C/C(/C=C/C2C=CC=CC=2)=O)=CC=1.[Pd].[Pd].CC1(C)C2C(=C(P(C3C=CC=CC=3)C3C=CC=CC=3)C=CC=2)OC2C(P(C3C=CC=CC=3)C3C=CC=CC=3)=CC=CC1=2>[F:12][C:9]([F:10])([F:11])[C:7]1[CH:6]=[C:5]([C:13]2([C:18]([F:21])([F:19])[F:20])[CH2:17][CH2:16][N:15]([C:25]3[CH:26]=[C:27]4[C:31](=[CH:32][CH:33]=3)[CH:30]([NH:34][C:35](=[O:38])[CH2:36][CH3:37])[CH2:29][CH2:28]4)[CH2:14]2)[CH:4]=[C:3]([C:2]([F:22])([F:1])[F:23])[CH:8]=1 |f:2.3,6.7.8.9.10|. Reported procedure: 3-[3,5-bis(trifluoromethyl)phenyl]-3-(trifluoromethyl)pyrrolidine (0.46 g) and N-(5-bromo-2,3-dihydro-1H-inden-1-yl)propanamide (0.35 g) were dissolved in toluene and deaeration procedure was performed three times under argon atmosphere. Sodium tert-butoxide (0.25 g), Xantphos (0.05 g) and tris(dibenzylideneacetone)dipalladium (0) (chloroform adduct) (0.03 g) were added to the mixture and heated and stirred at 100° C. under argon atmosphere for 2 hours. The solution was cooled to room temperatur... Starting materials: ketone, N1CCCC1 (pyrrolidine), B(F)(F)F.CCOCC (boron trifluoride etherate), C1(=CC=CC=C1)C (toluene), O (water), 4A. Product: C(C1=CC=CC=C1)(=O)C=1C=C(C=CC1)C(=CC)N1CCCC1 (1-[1-(3-benzoylphenyl)-1-propenyl] pyrrolidine). The yield is 41.0%. RXN SMILES: [NH:1]1[CH2:5][CH2:4][CH2:3][CH2:2]1.B(F)(F)F.CCO[CH2:13][CH3:14].[OH2:15].[C:16]1([CH3:22])[CH:21]=[CH:20][CH:19]=[CH:18][CH:17]=1>>[C:22]([C:18]1[CH:17]=[C:16]([C:22]([N:1]2[CH2:5][CH2:4][CH2:3][CH2:2]2)=[CH:13][CH3:14])[CH:21]=[CH:20][CH:19]=1)(=[O:15])[C:16]1[CH:21]=[CH:20][CH:19]=[CH:18][CH:17]=1 |f:1.2|. Procedure details: In 60 ml of toluene, 1.67 g of the starting ketone, 1.49 g of pyrrolidine and 0.10 g of boron trifluoride etherate were dissolved. The mixture was refluxed for 25 hours using a Cope water separator and molecular sieve 4A as the dehydrating agent. After having distilled out the solvent, the residue was subjected to a distillation under a reduced pressure to obtain 0.83 g of the desired enamine (yield: 41%). Solvent: N1CCCCC1 (piperdine). Reactants: CC(=O)C (acetone), N1C(=S)NC(=O)C1 (2-thiohydantoin), 8602g, 8603b, C(C)(C)=C1C(NC(N1)=O)=O (5-iso-propylidenehydantoin). Yields the product C(C)(C)=C1C(NC(N1)=S)=O (5-iso-propylidene-2-thiohydantoin). RXN SMILES: [C:1](=[C:4]1[NH:8][C:7](=O)[NH:6][C:5]1=[O:10])([CH3:3])[CH3:2].CC(C)=O.N1CC(=O)NC1=[S:17]>N1CCCCC1>[C:1](=[C:4]1[NH:8][C:7](=[S:17])[NH:6][C:5]1=[O:10])([CH3:3])[CH3:2]. Procedure details: Doyle et al, J. Chem. Soc. 1955, 2265-73 (Chemical Abstracts 1956, 50, 8602g at 8603b) teach the preparation of 5-iso-propylidenehydantoin via the reaction of acetone with 2-thiohydantoin in piperdine to yield 5-iso-propylidene-2-thiohydantoin which is then desulfurized with chloroacetic acid to yield 5-iso-propylidenehydantoin. The reactants are Brc1nccs1, COc1cc(N)c(Cl)cc1C(=O)NC1CCN(CCN)CC1OC, c1ccncc1. The product is COc1cc(N)c(Cl)cc1C(=O)NC1CCN(CCNc2nccs2)CC1OC. RXN SMILES: [Br:1][c:2]1[s:3][cH:4][cH:5][n:6]1.[NH2:7][c:8]1[cH:9][c:10]([O:29][CH3:30])[c:11]([C:12](=[O:13])[NH:14][CH:15]2[CH:16]([O:24][CH3:25])[CH2:17][N:18]([CH2:21][CH2:22][NH2:23])[CH2:19][CH2:20]2)[cH:26][c:27]1[Cl:28].[cH:31]1[cH:32][cH:33][n:34][cH:35][cH:36]1>>[c:2]1([NH:23][CH2:22][CH2:21][N:18]2[CH2:17][CH:16]([O:24][CH3:25])[CH:15]([NH:14][C:12]([c:11]3[c:10]([O:29][CH3:30])[cH:9][c:8]([NH2:7])[c:27]([Cl:28])[cH:26]3)=[O:13])[CH2:20][CH2:19]2)[s:3][cH:4][cH:5][n:6]1.